From a dataset of the Open Reaction Database (ORD), a public repository of structured organic reaction records. describe an organic reaction: reactants, conditions, products, and yield The reactants are C1(=CC=CC=C1)CCCN (3-phenylpropan-1-amine), C1N(CC2=CC=CC=C12)C(=O)NCCC(=O)O (3-(isoindoline-2-carboxamido)propanoic acid), C1N(CC2=CC=CC=C12)C(=O)NC1=CC=C(C(=O)O)C=C1 (4-(isoindoline-2-carboxamido)benzoic acid). Yields the product O=C(CCNC(=O)N1CC2=CC=CC=C2C1)N1CCN(CC1)C1=NC=CC=C1 (N-{3-oxo-3-[4-(pyridin-2-yl)piperazin-1-yl]propyl}-1,3-dihydro-2H-isoindole-2-carboxamide). RXN SMILES: C1(CCC[NH2:10])C=CC=CC=1.[CH2:11]1[C:19]2[C:14](=[CH:15][CH:16]=[CH:17][CH:18]=2)[CH2:13][N:12]1[C:20]([NH:22][CH2:23][CH2:24][C:25]([OH:27])=O)=[O:21].[CH2:28]1[C:36]2[C:31](=CC=CC=2)[CH2:30][N:29]1[C:37]([NH:39][C:40]1[CH:48]=[CH:47][C:43](C(O)=O)=CC=1)=O>>[O:27]=[C:25]([N:10]1[CH2:36][CH2:28][N:29]([C:37]2[CH:43]=[CH:47][CH:48]=[CH:40][N:39]=2)[CH2:30][CH2:31]1)[CH2:24][CH2:23][NH:22][C:20]([N:12]1[CH2:11][C:19]2[C:14](=[CH:15][CH:16]=[CH:17][CH:18]=2)[CH2:13]1)=[O:21]. Reported procedure: The title compound was prepared as described in Example 1C, substituting 1-(pyridin-2-yl)piperazine for 3-phenylpropan-1-amine and 3-(isoindoline-2-carboxamido)propanoic acid for 4-(isoindoline-2-carboxamido)benzoic acid. 1H NMR (300 MHz, DMSO-d6) δ ppm 8.11 (ddd, J=4.9, 2.0, 0.8 Hz, 1H), 7.53 (ddd, J=8.7, 7.0, 1.9 Hz, 1H), 7.25-7.34 (m, 4H), 6.83 (d, J=8.6 Hz, 1H), 6.65 (ddd, J=7.1, 4.9, 0.8 Hz, 1H), 6.37 (t, J=5.6 Hz, 1H), 4.57 (s, 4H), 3.44-3.61 (m, 8H), 3.28-3.37 (m, 2H), 2.54-2.61 (m, 2H); ... The reactants are Cc1onc(C(=O)c2c(F)cccc2F)c1[N+](=O)[O-], Cl, [Na+], C1CCOC1, [OH-]. The product is Cc1onc(C(=O)c2c(F)cccc2F)c1N. RXN SMILES: [CH3:1][c:2]1[c:3]([N+:17]([O-:18])=[O:19])[c:4]([C:7](=[O:8])[c:9]2[c:10]([F:16])[cH:11][cH:12][cH:13][c:14]2[F:15])[n:5][o:6]1.[ClH:27].[Na+:21].[O:22]1[CH2:23][CH2:24][CH2:25][CH2:26]1.[OH-:20]>>[CH3:1][c:2]1[c:3]([NH2:17])[c:4]([C:7](=[O:8])[c:9]2[c:10]([F:16])[cH:11][cH:12][cH:13][c:14]2[F:15])[n:5][o:6]1.